Task: describe an organic reaction: reactants, conditions, products, and yield. Dataset: the Open Reaction Database (ORD), a public repository of structured organic reaction records Conditions: temperature 22 celsius, time 20 hour. As a reaction SMILES: CC1=CC=C(N)N=C1.[C-]#[N+]C1CCCCC1.BrCC1=CC(C=O)=CC=C1>>CC1=CN2C(C=C1)=NC(=C2NC1CCCCC1)C1=CC(CBr)=CC=C1. Reagents/catalysts: O=C(O)C(F)(F)F (trifluoroacetic acid). Reactants: C(c1cccc(C=O)c1)[Br], CC1=CN=C(C=C1)N, [C-]#[N+]C1CCCCC1. Isolated yield 0.0%. Run in CC(C)O (isopropyl alcohol), CC(C)O (isopropylalcohol). Product: Cc1ccc2nc(c3cccc(C[Br])c3)c(NC3CCCCC3)n2c1. Reactants: ClC1=CC=C(C=C1)C1(OC1)C1=CC=C(C=C1)I (2-(4-Chloro-phenyl)-2-(4-iodo-phenyl)-oxirane), CO (methanol), N (NH3). Run at temperature 130 celsius. Product: NCC(O)(C1=CC=C(C=C1)I)C1=CC=C(C=C1)Cl (2-Amino-1-(4-chloro-phenyl)-1-[4-iodo-phenyl]-ethanol). RXN SMILES: [Cl:1][C:2]1[CH:7]=[CH:6][C:5]([C:8]2([C:11]3[CH:16]=[CH:15][C:14]([I:17])=[CH:13][CH:12]=3)[CH2:10][O:9]2)=[CH:4][CH:3]=1.CO.[NH3:20]>>[NH2:20][CH2:10][C:8]([C:5]1[CH:6]=[CH:7][C:2]([Cl:1])=[CH:3][CH:4]=1)([C:11]1[CH:16]=[CH:15][C:14]([I:17])=[CH:13][CH:12]=1)[OH:9]. Procedure: 2-(4-Chloro-phenyl)-2-(4-iodo-phenyl)-oxirane (500 mg, 1.40 mmol) was dissolved in 2M NH3 in methanol (5 ml, 10.0 mmol) and the solution was heated in a microwave at 130° C. for 60 minutes. Upon cooling, the solvent was removed in vacuo to furnish the desired product. Three identical reactions were carried out and afforded 1.55 g (98%) of the product 2-amino-1-(4-chloro-phenyl)-1-[4-iodo-phenyl]-ethanol. The crude product was pure and was used in the next step without purification. Starting materials: FC1=C(C=CC(=C1)I)NC1=C(C(=O)O)C=CN=C1 (3-[(2-fluoro-4-iodophenyl)amino]isonicotinic acid), FC1=C(C=CC(=C1)I)NC1=C(C(=O)O)C=CN=C1 (3-[(2-fluoro-4-iodophenyl)amino]isonicotinic acid), C1(CCC2=CC=CC=C12)N (indanylamine). RXN SMILES: [F:1][C:2]1[CH:7]=[C:6]([I:8])[CH:5]=[CH:4][C:3]=1[NH:9][C:10]1[CH:18]=[N:17][CH:16]=[CH:15][C:11]=1[C:12]([OH:14])=O.[CH:19]1([NH2:28])[C:27]2[C:22](=[CH:23][CH:24]=[CH:25][CH:26]=2)[CH2:21][CH2:20]1>>[CH:19]1([NH:28][C:12](=[O:14])[C:11]2[CH:15]=[CH:16][N:17]=[CH:18][C:10]=2[NH:9][C:3]2[CH:4]=[CH:5][C:6]([I:8])=[CH:7][C:2]=2[F:1])[C:27]2[C:22](=[CH:23][CH:24]=[CH:25][CH:26]=2)[CH2:21][CH2:20]1. Procedure: N-(2,3-dihydro-1H-inden-1-yl)-3-[(2-fluoro-4-iodophenyl)amino]isonicotinamide was synthesized according to the procedure for General Method 1, outlined above, starting with 0.43 mmol of 3-[(2-fluoro-4-iodophenyl)amino]isonicotinic acid (intermediate 1) and 0.57 mmol of indanylamine. LC/MS [10.69 min; 474 (M+1)] Product: C1(CCC2=CC=CC=C12)NC(C1=C(C=NC=C1)NC1=C(C=C(C=C1)I)F)=O (N-(2,3-dihydro-1H-inden-1-yl)-3-[(2-fluoro-4-iodophenyl)amino]isonicotinamide). RXN SMILES: COCC1CCCCN1C1N=CN=C(NC2C=C(CS(N)(=O)=O)C=CC=2)N=1.Cl[C:29]1[N:34]=[CH:33][N:32]=[C:31]([NH:35][C:36]2[CH:37]=[C:38]([CH2:42][S:43]([NH2:46])(=[O:45])=[O:44])[CH:39]=[CH:40][CH:41]=2)[N:30]=1.[N:47]1([CH2:52][C@@H:53]2[CH2:57][CH2:56][CH2:55][NH:54]2)[CH2:51][CH2:50][CH2:49][CH2:48]1>>[N:47]1([CH2:52][C@@H:53]2[CH2:57][CH2:56][CH2:55][N:54]2[C:29]2[N:34]=[CH:33][N:32]=[C:31]([NH:35][C:36]3[CH:37]=[C:38]([CH2:42][S:43]([NH2:46])(=[O:45])=[O:44])[CH:39]=[CH:40][CH:41]=3)[N:30]=2)[CH2:51][CH2:50][CH2:49][CH2:48]1. Starting materials: COCC1N(CCCC1)C1=NC(=NC=N1)NC=1C=C(C=CC1)CS(=O)(=O)N (rac-3-[(4-(2-Methoxymethylpiperidin-1-yl)-1,3,5-triazin-2-yl)amino]-benzenemethanesulfonamide), ClC1=NC(=NC=N1)NC=1C=C(C=CC1)CS(=O)(=O)N (3-[(4-Chloro-1,3,5-triazin-2-yl)amino]benzenemethanesulfonamide), N1(CCCC1)C[C@H]1NCCC1 ((S)-2-((pyrrolidin-1-yl)methyl)pyrrolidine). Procedure: B32 was prepared following the procedure reported for B4 using A1 and (S)-2-((pyrrolidin-1-yl)methyl)pyrrolidine and obtained as a white crystalline solid; yield: 87 mg (23%). MS (ES) C19H27N7O2S requires: 417. found: 418 (M+H)+. Yields the product N1(CCCC1)C[C@H]1N(CCC1)C1=NC(=NC=N1)NC=1C=C(C=CC1)CS(=O)(=O)N ((S)-3-[(4-(2-((Pyrrolidin-1-yl)methyl)pyrrolidin-1-yl)-1,3,5-triazin-2-yl)amino]benzenemethanesulfonamide). The reactants are BrC=1C=C(C(=[N+](C1)[O-])C)C (5-bromo-2,3-lutidine-N-oxide), P(=O)(Cl)(Cl)Cl (phosphorus oxychloride). Yields the product BrC=1C(=C(C(=NC1)C)C)Cl (5-bromo-4-chloro-2,3-lutidine). RXN SMILES: [Br:1][C:2]1[CH:3]=[C:4]([CH3:10])[C:5]([CH3:9])=[N+:6]([O-])[CH:7]=1.P(Cl)(Cl)([Cl:13])=O>>[Br:1][C:2]1[C:3]([Cl:13])=[C:4]([CH3:10])[C:5]([CH3:9])=[N:6][CH:7]=1. Reported procedure: 5-bromo-2,3-lutidine-N-oxide (30.31 g) was added in portions to phosphorus oxychloride (41.3 ml) at 30°-40°. The mixture was heated to 50°, when an exothermic reaction raised the temperature to reflux. After 30 minutes the solution was cooled and poured onto ice to give a white solid, which was filtered off and discarded. The filtrate was extracted with ether then treated with 40% aqueous sodium hydroxide to pH 7, and extracted again with ether. The latter extract was dried (MgSO4) and stripped ... Reactants: C(C)(C)N1CCN(CC1)C(=O)C1=CC=C(C=C1)CN1CCCCC1 ((4-isopropyl-piperazin-1-yl)-(4-piperidin-1-ylmethyl-phenyl)-methanone), C(\C=C/C(=O)O)(=O)O (maleic acid). The solvent is CCO (EtOH), CCOCC (Et2O), CCO (EtOH). Run at time 16 hour. Product: C(\C=C/C(=O)O)(=O)O.C(\C=C/C(=O)O)(=O)O.C(C)(C)N1CCN(CC1)C(=O)C1=CC=C(C=C1)CN1CCCCC1 ((4-Isopropyl-piperazin-1-yl)-(4-piperidin-1-ylmethyl-phenyl)-methanone, bis-maleate salt). As a reaction SMILES: [CH:1]([N:4]1[CH2:9][CH2:8][N:7]([C:10]([C:12]2[CH:17]=[CH:16][C:15]([CH2:18][N:19]3[CH2:24][CH2:23][CH2:22][CH2:21][CH2:20]3)=[CH:14][CH:13]=2)=[O:11])[CH2:6][CH2:5]1)([CH3:3])[CH3:2].[C:25]([OH:32])(=[O:31])/[CH:26]=[CH:27]\[C:28]([OH:30])=[O:29]>CCO.CCOCC>[C:25]([OH:32])(=[O:31])/[CH:26]=[CH:27]\[C:28]([OH:30])=[O:29].[C:25]([OH:32])(=[O:31])/[CH:26]=[CH:27]\[C:28]([OH:30])=[O:29].[CH:1]([N:4]1[CH2:9][CH2:8][N:7]([C:10]([C:12]2[CH:17]=[CH:16][C:15]([CH2:18][N:19]3[CH2:24][CH2:23][CH2:22][CH2:21][CH2:20]3)=[CH:14][CH:13]=2)=[O:11])[CH2:6][CH2:5]1)([CH3:3])[CH3:2] |f:4.5.6|. Procedure details: To a mechanically agitated solution of (4-isopropyl-piperazin-1-yl)-(4-piperidin-1-ylmethyl-phenyl)-methanone (40.0 g, 122 mmol) in absolute EtOH (800 mL) was added, via an addition funnel, a solution of maleic acid (28.2 g, 243 mmol) in absolute EtOH (200 mL) over 30 min. The resulting suspension was stirred at room temperature for 16 h, then diluted with Et2O (200 mL), cooled to 0° C., and stirred for 2 h. The precipitate was collected by suction filtration, washed with cold EtOH/Et2O (4:1, 3×...